Dataset: the Open Reaction Database (ORD), a public repository of structured organic reaction records. Task: describe an organic reaction: reactants, conditions, products, and yield Starting materials: CC(O)c1ccncc1Br, C1COCCO1, I[Cu]I, [K+], [K+], [K+], NC1CCCCC1N, O=P([O-])([O-])[O-], O=C1NCCN1c1ccc2ncsc2c1. Yields the product CC(O)c1ccncc1N1CCN(c2ccc3ncsc3c2)C1=O. As a reaction SMILES: [Br:16][c:17]1[cH:18][n:19][cH:20][cH:21][c:22]1[CH:23]([CH3:24])[OH:25].[CH2:45]1[O:46][CH2:47][CH2:48][O:49][CH2:50]1.[Cu:42]([I:43])[I:44].[K+:39].[K+:40].[K+:41].[NH2:26][CH:27]1[CH2:28][CH2:29][CH2:30][CH2:31][CH:32]1[NH2:33].[P:34]([O-:35])([O-:36])([O-:37])=[O:38].[s:1]1[cH:2][n:3][c:4]2[c:5]1[cH:6][c:7]([N:10]1[C:11](=[O:15])[NH:12][CH2:13][CH2:14]1)[cH:8][cH:9]2>>[s:1]1[cH:2][n:3][c:4]2[c:5]1[cH:6][c:7]([N:10]1[C:11](=[O:15])[N:12]([c:17]3[cH:18][n:19][cH:20][cH:21][c:22]3[CH:23]([CH3:24])[OH:25])[CH2:13][CH2:14]1)[cH:8][cH:9]2. The reactants are O (H2O), C(C)OCC (diethyl ether), OC(CC1C(CCC1)=O)CC(=C=C)C[Si](C)(C)C (2-(2-hydroxy-4-trimethylsilanylmethyl-hexa-4,5-dienyl)-cyclopentanone), [Si](C)(C)(C)OS(=O)(=O)C(F)(F)F (TMSOTf). Solvent: CCOC(=O)C (EtOAc). Conditions: temperature -78 celsius. Yields the product C=C1CC2CC3CCCC3(C1=C)O2 (9,10-dimethylene-11-oxa-tricyclo[5.3.1.01,5]undecane). Yield: 78.6%. RXN SMILES: C(OCC)C.O[CH:7]([CH2:15][C:16]([CH2:19][Si](C)(C)C)=[C:17]=[CH2:18])[CH2:8][CH:9]1[CH2:13][CH2:12][CH2:11][C:10]1=[O:14].[Si](OS(C(F)(F)F)(=O)=O)(C)(C)C.O>CCOC(C)=O>[CH2:19]=[C:16]1[C:17](=[CH2:18])[C:10]23[O:14][CH:7]([CH2:8][CH:9]2[CH2:13][CH2:12][CH2:11]3)[CH2:15]1. Procedure details: 1.1 mL of diethyl ether was added to 2-(2-hydroxy-4-trimethylsilanylmethyl-hexa-4,5-dienyl)-cyclopentanone (70 mg, 0.26 mmol) under nitrogen atmosphere. While stirring at −78° C., TMSOTf (48 μL, 0.26 mmol) was added. While stirring the reaction mixture, the reaction temperature was slowly increased to room temperature for 3 hours. The reaction mixture was stirred at room temperature for 30 minutes. After the reaction was completed, H2O was added. After stirring for about 5 minutes, the reaction ... Reactants: ClC1=CC(=NC=N1)NC1=CC(=C(C=C1)F)Cl (6-chloro-4-(3'-chloro-4'-fluoroanilino)pyrimidine), COC(=O)COC1=CC=C(N)C=C1 (4-methoxycarbonylmethoxyaniline). Product: ClC=1C=C(NC2=NC=NC(=C2)NC2=CC=C(C=C2)OCC(=O)OC)C=CC1F (4-(3'-chloro-4'-fluoroanilino)-6-(4'-methoxycarbonylmethoxyanilino)pyrimidine). The yield is 26.0%. As a reaction SMILES: Cl[C:2]1[N:7]=[CH:6][N:5]=[C:4]([NH:8][C:9]2[CH:14]=[CH:13][C:12]([F:15])=[C:11]([Cl:16])[CH:10]=2)[CH:3]=1.[CH3:17][O:18][C:19]([CH2:21][O:22][C:23]1[CH:29]=[CH:28][C:26]([NH2:27])=[CH:25][CH:24]=1)=[O:20]>>[Cl:16][C:11]1[CH:10]=[C:9]([CH:14]=[CH:13][C:12]=1[F:15])[NH:8][C:4]1[CH:3]=[C:2]([NH:27][C:26]2[CH:28]=[CH:29][C:23]([O:22][CH2:21][C:19]([O:18][CH3:17])=[O:20])=[CH:24][CH:25]=2)[N:7]=[CH:6][N:5]=1. Procedure details: Using an analogous reaction procedure to that described in Example 6, 6-chloro-4-(3'-chloro-4'-fluoroanilino)pyrimidine (0.258 g) was reacted with 4-methoxycarbonylmethoxyaniline (0.195 g). The reaction product was chromatographed on silica and precipitated from a mixture of methylene chloride, methanol and hexane to give 4-(3'-chloro-4'-fluoroanilino)-6-(4'-methoxycarbonylmethoxyanilino)pyrimidine in 26% yield, m.p. 191°-193° C. Reactants: ClC1=C2C(=CN(C1=O)C)CN(C2=O)CCC2=NC1=CC=CC=C1C=C2 (7-chloro-5-methyl-2-(2-quinolin-2-yl-ethyl)-3,5-dihydro-2H-pyrrolo[3,4-c]pyridine-1,6-dione), FC1=CC=C(C=C1)B(O)O (4-fluorophenylboronic acid). The product is FC1=CC=C(C=C1)C1=C2C(=CN(C1=O)C)CN(C2=O)CCC2=NC1=CC=CC=C1C=C2 (7-(4-Fluoro-phenyl)-5-methyl-2-(2-quinolin-2-yl-ethyl)-3,5-dihydro-2H-pyrrolo[3,4-c]pyridine-1,6-dione). RXN SMILES: Cl[C:2]1[C:7](=[O:8])[N:6]([CH3:9])[CH:5]=[C:4]2[CH2:10][N:11]([CH2:14][CH2:15][C:16]3[CH:25]=[CH:24][C:23]4[C:18](=[CH:19][CH:20]=[CH:21][CH:22]=4)[N:17]=3)[C:12](=[O:13])[C:3]=12.[F:26][C:27]1[CH:32]=[CH:31][C:30](B(O)O)=[CH:29][CH:28]=1>>[F:26][C:27]1[CH:32]=[CH:31][C:30]([C:2]2[C:7](=[O:8])[N:6]([CH3:9])[CH:5]=[C:4]3[CH2:10][N:11]([CH2:14][CH2:15][C:16]4[CH:25]=[CH:24][C:23]5[C:18](=[CH:19][CH:20]=[CH:21][CH:22]=5)[N:17]=4)[C:12](=[O:13])[C:3]=23)=[CH:29][CH:28]=1. Procedure details: The title compound was prepared in analogy to the process of Example 13 starting from 7-chloro-5-methyl-2-(2-quinolin-2-yl-ethyl)-3,5-dihydro-2H-pyrrolo[3,4-c]pyridine-1,6-dione (see Example c4)) and 4-fluorophenylboronic acid. Starting materials: [OH-].[Na+] (NaOH), N1[C@@H](CCC1=O)C(=O)N[C@@H](CC1=CNC=N1)C(=O)OC (pGlu-His-OMe), Cl (HCl). Run in CO (MeOH). The product is N1[C@@H](CCC1=O)C(=O)N[C@@H](CC1=CNC=N1)C(=O)O (pGlu-His-OH). RXN SMILES: [NH:1]1[C:5](=[O:6])[CH2:4][CH2:3][C@H:2]1[C:7]([NH:9][C@H:10]([C:17]([O:19]C)=[O:18])[CH2:11][C:12]1[N:16]=[CH:15][NH:14][CH:13]=1)=[O:8].[OH-].[Na+].Cl>CO>[NH:1]1[C:5](=[O:6])[CH2:4][CH2:3][C@H:2]1[C:7]([NH:9][C@H:10]([C:17]([OH:19])=[O:18])[CH2:11][C:12]1[N:16]=[CH:15][NH:14][CH:13]=1)=[O:8] |f:1.2|. Procedure details: 5.6 g (0.02 mole) of pGlu-His-OMe are dissolved in 200 cc of MeOH and treated while cold for 2 hours with 4.8 g (6×0.02 mole) of NaOH. The solution which is obtained is acidified to pH 4.5 with 6×0.02 mole of HCl. After being evaporated to dryness under vacuum at 50° C., the pGlu-His-OH is obtained, and this can be used without any additional purification. White solid; yield is quantitative.